From a dataset of the Open Reaction Database (ORD), a public repository of structured organic reaction records. describe an organic reaction: reactants, conditions, products, and yield Starting materials: COC([C@H]1N(CCC1)C(CCCCCCCCCCC\C=C/CCCCCCCC)=O)=O (N-erucoyl-proline methyl ester), C(CCCCCCCCCCC\C=C/CCCCCCCC)(=O)O (erucic acid), acid chloride, aqueous solution, CN (methylamine). Reaction conditions: time 30 minute. The product is CNC(CCCCCCCCCCC\C=C/CCCCCCCC)=O (N-methyl erucamide). Yield: 51.0%. As a reaction SMILES: COC(=O)[C@@H:4]1CCC[N:5]1[C:9](=[O:31])[CH2:10][CH2:11][CH2:12][CH2:13][CH2:14][CH2:15][CH2:16][CH2:17][CH2:18][CH2:19][CH2:20]/[CH:21]=[CH:22]\[CH2:23][CH2:24][CH2:25][CH2:26][CH2:27][CH2:28][CH2:29][CH3:30].C(O)(=O)CCCCCCCCCCC/C=C\CCCCCCCC.CN>>[CH3:4][NH:5][C:9](=[O:31])[CH2:10][CH2:11][CH2:12][CH2:13][CH2:14][CH2:15][CH2:16][CH2:17][CH2:18][CH2:19][CH2:20]/[CH:21]=[CH:22]\[CH2:23][CH2:24][CH2:25][CH2:26][CH2:27][CH2:28][CH2:29][CH3:30]. Reported procedure: In a manner similar to (i), erucic acid (3.39 g) was converted to its acid chloride, to which was added a 40% aqueous solution of methylamine. The mixture was stirred for 30 minutes under ice-cooling. The reaction mixture was subjected to extraction with isopropyl ether. The extract was dried and concentrated. The concentrate was recrystallized from hexane to afford pale orange crystals [1.80 g (yield 51%)], m.p. 48 to 49° C.